From a dataset of the Open Reaction Database (ORD), a public repository of structured organic reaction records. describe an organic reaction: reactants, conditions, products, and yield Starting materials: FC=1C=CC=C2N=C3C=CC=C(C3=NC12)C(=O)O (9-fluorophenazine-1-carboxylic acid), N(C)C (Me2NH), CC(=O)O (AcOH). The solvent is O (water). Product: CN(C=1C=CC=C2N=C3C=CC=C(C3=NC12)C(=O)O)C (9-(dimethylamino)phenazine-1-carboxylic acid). Isolated yield 95.0%. As a reaction SMILES: F[C:2]1[CH:3]=[CH:4][CH:5]=[C:6]2[C:15]=1[N:14]=[C:13]1[C:8]([CH:9]=[CH:10][CH:11]=[C:12]1[C:16]([OH:18])=[O:17])=[N:7]2.CC(O)=O.[NH:23]([CH3:25])[CH3:24]>O>[CH3:24][N:23]([CH3:25])[C:2]1[CH:3]=[CH:4][CH:5]=[C:6]2[C:15]=1[N:14]=[C:13]1[C:8]([CH:9]=[CH:10][CH:11]=[C:12]1[C:16]([OH:18])=[O:17])=[N:7]2. Procedure details: A solution of 9-fluorophenazine-1-carboxylic acid [Rewcastle et al., J. Synth Comm, 1987, 17, 1171] (200 mg, 0.8 mmol) in Me2NH (40% aqueous, 20 mL) was heated at 100° C. in a bomb for 3 h. The resulting intensely purple solution was diluted with water and then neutralized with AcOH. The aqueous solution was then extracted with CHCl3 (3×50 mL) until all color was extracted. The organic layer was further washed with water (1×150 mL), then dried over Na2SO4 and the solvent removed under reduced pr... Reactants: COC=1C=C(C=CC1)C1(C(CCCC1)=O)CC#N (1-(m-methoxyphenyl)-2-oxo-cyclohexane-1-acetonitrile), [BH4-].[Na+] (sodium borohydride), COC=1C=C(C=CC1)C1(C(CCCC1)=O)CC#N (1-(m-methoxyphenyl)-2-oxo-cyclohexane-1-acetonitrile). Solvent: C(C)O (ethanol). Conditions: time 1 hour. Yields the product COC=1C=C(C=CC1)C1(C(CCCC1)O)CC#N (1-(m-methoxyphenyl)-2-hydroxy-cyclohexane-1-acetonitrile). Isolated yield 98.0%. RXN SMILES: [CH3:1][O:2][C:3]1[CH:4]=[C:5]([C:9]2([CH2:16][C:17]#[N:18])[CH2:14][CH2:13][CH2:12][CH2:11][C:10]2=[O:15])[CH:6]=[CH:7][CH:8]=1.[BH4-].[Na+]>C(O)C>[CH3:1][O:2][C:3]1[CH:4]=[C:5]([C:9]2([CH2:16][C:17]#[N:18])[CH2:14][CH2:13][CH2:12][CH2:11][CH:10]2[OH:15])[CH:6]=[CH:7][CH:8]=1 |f:1.2|. Procedure details: 243 g of 1-(m-methoxyphenyl)-2-oxo-cyclohexane-1-acetonitrile are dissolved in 2.5 liters of ethanol, whereupon a total of 25 g of sodium borohydride is added portionwise while stirring. The temperature rises to about 45° C. After 1 hour, 1-(m-methoxyphenyl)-2-oxo-cyclohexane-1-acetonitrile can no longer be detected by thin-layer chromatography. After distillation of the solvent, the residue is treated with 500 ml of ice water and extracted twice with 1.5 liters of ether each time. The combined ... Reactants: ClC1=CC=C(C=C1)C(N1CCNCC1)C1=CC=CC=C1 (1-[(4-Chlorophenyl)phenylmethyl]piperazine), OCCCNS(=O)(=O)CCCCCCl (N-(3-hydroxypropyl)-5-chloropentanesulfonamide). Solvent: C(C)N(C(C)C)C(C)C (N-ethyldiisopropylamine). The product is OCCCNS(=O)(=O)CCCCCN1CCN(CC1)C(C1=CC=CC=C1)C1=CC=C(C=C1)Cl (N-(3-hydroxypropyl)-5-[4-[(4-chlorophenyl)phenylmethyl]-1-piperazinyl]pentanesulfonamide). Isolated yield 95.1%. Reaction SMILES: [Cl:1][C:2]1[CH:7]=[CH:6][C:5]([CH:8]([C:15]2[CH:20]=[CH:19][CH:18]=[CH:17][CH:16]=2)[N:9]2[CH2:14][CH2:13][NH:12][CH2:11][CH2:10]2)=[CH:4][CH:3]=1.[OH:21][CH2:22][CH2:23][CH2:24][NH:25][S:26]([CH2:29][CH2:30][CH2:31][CH2:32][CH2:33]Cl)(=[O:28])=[O:27]>C(N(C(C)C)C(C)C)C>[OH:21][CH2:22][CH2:23][CH2:24][NH:25][S:26]([CH2:29][CH2:30][CH2:31][CH2:32][CH2:33][N:12]1[CH2:11][CH2:10][N:9]([CH:8]([C:5]2[CH:4]=[CH:3][C:2]([Cl:1])=[CH:7][CH:6]=2)[C:15]2[CH:16]=[CH:17][CH:18]=[CH:19][CH:20]=2)[CH2:14][CH2:13]1)(=[O:28])=[O:27]. Reported procedure: 1-[(4-Chlorophenyl)phenylmethyl]piperazine (573.6 mg, 2.00 mmol) and N-(3-hydroxypropyl)-5-chloropentanesulfonamide (487.5 mg, 2.00 mmol) were refluxed in N-ethyldiisopropylamine (2 ml) for 6 hours. The reaction mixture was concentrated in vacuo, and water was added thereto. The mixture was extracted with chloroform. The chloroform layer was washed with water, and dried over anhydrous magnesium sulfate. Subsequently, the solvent was removed by evaporation in vacuo. The resulting crude product wa... Reactants: C[Si](C)(C)[N-][Si](C)(C)C.[Li+] (lithium bis(trimethylsilyl)amide), FC=1C=C(C2=C(C=CO2)C1)C(C(=O)OCC)C (ethyl 2-(5-fluorobenzofur-7-yl)propionate), IC (iodomethane). The solvent is C(C)(=O)OCC (ethyl acetate), O1CCCC1 (tetrahydrofuran). Conditions: temperature -78 celsius, time 1 hour. Yields the product CC(C(=O)OCC)(C)C1=CC(=CC=2C=COC21)F (Ethyl 2-methyl-2-(5-fluorobenzofur-7-yl)propionate). Isolated yield 90.0%. As a reaction SMILES: [F:1][C:2]1[CH:3]=[C:4]([CH:11]([CH3:17])[C:12]([O:14][CH2:15][CH3:16])=[O:13])[C:5]2[O:9][CH:8]=[CH:7][C:6]=2[CH:10]=1.[CH3:18][Si]([N-][Si](C)(C)C)(C)C.[Li+].IC>O1CCCC1.C(OCC)(=O)C>[CH3:17][C:11]([C:4]1[C:5]2[O:9][CH:8]=[CH:7][C:6]=2[CH:10]=[C:2]([F:1])[CH:3]=1)([CH3:18])[C:12]([O:14][CH2:15][CH3:16])=[O:13] |f:1.2|. Procedure: A solution of 0.17 gm (0.71 mMol) ethyl 2-(5-fluorobenzofur-7-yl)propionate (EXAMPLE 39) in 2.5 mL tetrahydrofuran was cooled to −78° C. To this solution were added 0.89 mL (0.89 mmol) lithium bis(trimethylsilyl)amide (1.0 M in hexane). After stirring at −78° C. for 1 hour, the reaction mixture was quenched by the addition of 0.13 mL (2.13 mMol) iodomethane. The reaction mixture was allowed to warm to room temperature and was diluted with ethyl acetate. This mixture was then washed sequentially ... Reactants: C=C1CCCCC1, COC(C=O)OC, CCN(C(C)C)C(C)C, O=C1CCC(=O)N1Cl, ClCCl, NO, CN(C)C=O. The product is COC(OC)C1=NOC2(CCCCC2)C1. RXN SMILES: [CH2:18]=[C:19]1[CH2:20][CH2:21][CH2:22][CH2:23][CH2:24]1.[CH3:1][O:2][CH:3]([CH:4]=[O:5])[O:6][CH3:7].[CH:25]([N:26]([CH2:27][CH3:28])[CH:29]([CH3:30])[CH3:31])([CH3:32])[CH3:33].[Cl:10][N:11]1[C:12](=[O:13])[CH2:14][CH2:15][C:16]1=[O:17].[Cl:34][CH2:35][Cl:36].[NH2:8][OH:9].[O:37]=[CH:38][N:39]([CH3:40])[CH3:41]>>[CH3:1][O:2][CH:3]([C:4]1=[N:8][O:9][C:19]2([CH2:18]1)[CH2:20][CH2:21][CH2:22][CH2:23][CH2:24]2)[O:6][CH3:7]. Reactants: FC=1C=C(C=C(C1)F)C[C@@H](C=1N(C=CN1)C1=CC=C(C=C1)OC)NC(CN1N=C(C=2CCCCC12)C(F)(F)F)=O ((S)-N-(2-(3,5-difluorophenyl)-1-(1-(4-methoxyphenyl)-1H-imidazol-2-yl)ethyl)-2-(3-(trifluoromethyl)-4,5,6,7-tetrahydro-1H-indazol-1-yl)acetamide), Cl.ClC1=CC=C(C=C1)C=1OC(=CN1)C(CC1=CC(=CC(=C1)F)F)N (1-(2-(4-chlorophenyl)oxazol-5-yl)-2-(3,5-difluorophenyl)ethanamine hydrochloride), COC1=CC=C2C(=N1)C(=CN2)CC(=O)O (2-(5-methoxy-1H-pyrrolo[3,2-b]pyridin-3-yl)acetic acid). Product: ClC1=CC=C(C=C1)C=1OC(=CN1)C(CC1=CC(=CC(=C1)F)F)NC(CC1=CNC=2C1=NC(=CC2)OC)=O (N-(1-(2-(4-chlorophenyl)oxazol-5-yl)-2-(3,5-difluorophenyl)ethyl)-2-(5-methoxy-1H-pyrrolo[3,2-b]pyridin-3-yl)acetamide). Reaction SMILES: FC1C=C(C[C@H](NC(=O)CN2C3CCCCC=3C(C(F)(F)F)=N2)C2N(C3C=CC(OC)=CC=3)C=CN=2)C=C(F)C=1.Cl.[Cl:42][C:43]1[CH:48]=[CH:47][C:46]([C:49]2[O:50][C:51]([CH:54]([NH2:64])[CH2:55][C:56]3[CH:61]=[C:60]([F:62])[CH:59]=[C:58]([F:63])[CH:57]=3)=[CH:52][N:53]=2)=[CH:45][CH:44]=1.[CH3:65][O:66][C:67]1[N:72]=[C:71]2[C:73]([CH2:76][C:77](O)=[O:78])=[CH:74][NH:75][C:70]2=[CH:69][CH:68]=1>>[Cl:42][C:43]1[CH:48]=[CH:47][C:46]([C:49]2[O:50][C:51]([CH:54]([NH:64][C:77](=[O:78])[CH2:76][C:73]3[C:71]4=[N:72][C:67]([O:66][CH3:65])=[CH:68][CH:69]=[C:70]4[NH:75][CH:74]=3)[CH2:55][C:56]3[CH:61]=[C:60]([F:62])[CH:59]=[C:58]([F:63])[CH:57]=3)=[CH:52][N:53]=2)=[CH:45][CH:44]=1 |f:1.2|. Procedure details: The title compound (6.0 mg) was prepared according to the method presented for the synthesis of compound 5F of Example 5 utilizing 19E and 2-(5-methoxy-1H-pyrrolo[3,2-b]pyridin-3-yl)acetic acid. 1H NMR (400 MHz, DMSO) δ 11.6 (br, 1H), 8.50 (d, J=8.5 Hz, 1H), 8.40 (s, 1H), 8.01 (s, 1H), 7.89 (d, J=8.5 Hz, 2H), 7.55 (d, J=8.6 Hz, 3H), 7.03 (s, 1H), 6.83 (d, J=7.8 Hz, 3H), 5.08 (d, J=5.3 Hz, 1H), 3.82 (s, 3H), 3.44 (s, 2H), 3.23-3.06 (m, 1H), 3.04-2.91 (m, 1H). MS (m/z) 523.1 [M+H]+. Reactants: CCCCCCCCCCCCCCCC(O)CC(=O)OC(C)(C)C, CCCCCCCC(=O)NCC(=O)NCC(=O)O, ClCCl, CN(C)c1ccncc1, C(=NC1CCCCC1)=NC1CCCCC1. Product: CCCCCCCCCCCCCCCC(CC(=O)OC(C)(C)C)OC(=O)CNC(=O)CNC(=O)CCCCCCC. Reaction SMILES: [C:1]([CH3:2])([CH3:3])([CH3:4])[O:5][C:6]([CH2:7][CH:8]([CH2:9][CH2:10][CH2:11][CH2:12][CH2:13][CH2:14][CH2:15][CH2:16][CH2:17][CH2:18][CH2:19][CH2:20][CH2:21][CH2:22][CH3:23])[OH:24])=[O:25].[C:26]([CH2:27][CH2:28][CH2:29][CH2:30][CH2:31][CH2:32][CH3:33])(=[O:34])[NH:35][CH2:36][C:37](=[O:38])[NH:39][CH2:40][C:41](=[O:42])[OH:43].[CH2:68]([Cl:69])[Cl:70].[CH3:59][N:60]([c:61]1[cH:62][cH:63][n:64][cH:65][cH:66]1)[CH3:67].[CH:44]1([N:45]=[C:46]=[N:47][CH:48]2[CH2:49][CH2:50][CH2:51][CH2:52][CH2:53]2)[CH2:54][CH2:55][CH2:56][CH2:57][CH2:58]1>>[C:1]([CH3:2])([CH3:3])([CH3:4])[O:5][C:6]([CH2:7][CH:8]([CH2:9][CH2:10][CH2:11][CH2:12][CH2:13][CH2:14][CH2:15][CH2:16][CH2:17][CH2:18][CH2:19][CH2:20][CH2:21][CH2:22][CH3:23])[O:24][C:41]([CH2:40][NH:39][C:37]([CH2:36][NH:35][C:26]([CH2:27][CH2:28][CH2:29][CH2:30][CH2:31][CH2:32][CH3:33])=[O:34])=[O:38])=[O:42])=[O:25]. The reactants are O=C([O-])[O-], CI, CN(C)C=O, O=C(c1ccc(F)cc1)c1ccc(Cl)cc1O, [K+], [K+]. The product is COc1cc(Cl)ccc1C(=O)c1ccc(F)cc1. Reaction SMILES: [C:20](=[O:21])([O-:22])[O-:23].[CH3:1][I:2].[CH3:26][N:27]([CH3:28])[CH:29]=[O:30].[Cl:3][c:4]1[cH:5][c:6]([OH:19])[c:7]([C:10](=[O:11])[c:12]2[cH:13][cH:14][c:15]([F:18])[cH:16][cH:17]2)[cH:8][cH:9]1.[K+:24].[K+:25]>>[Cl:3][c:4]1[cH:5][c:6]([O:19][CH3:20])[c:7]([C:10](=[O:11])[c:12]2[cH:13][cH:14][c:15]([F:18])[cH:16][cH:17]2)[cH:8][cH:9]1. Starting materials: C=[N+]=[N-], O=C(O)CCCCCCC1CCCC1=O. Yields the product COC(=O)CCCCCCC1CCCC1=O. As a reaction SMILES: [N+:16](=[N-:17])=[CH2:18].[O:1]=[C:2]1[CH:3]([CH2:7][CH2:8][CH2:9][CH2:10][CH2:11][CH2:12][C:13](=[O:14])[OH:15])[CH2:4][CH2:5][CH2:6]1>>[O:1]=[C:2]1[CH:3]([CH2:7][CH2:8][CH2:9][CH2:10][CH2:11][CH2:12][C:13]([O:14][CH3:18])=[O:15])[CH2:4][CH2:5][CH2:6]1. Reactants: OC1=NC(=NC(=C1)C)N1C(CCC1)C1=CC(=NO1)C (4-hydroxy-6-methyl-2-[2-{3-(methyl)isoxazol-5-yl}pyrrolidin-1-yl]pyrimidine), NC1=NNC(=C1)C1CC1 (3-amino-5-cyclopropyl-1H-pyrazole). The product is C1(CC1)C1=CC(=NN1)NC1=NC(=NC(=C1)C)N1C(CCC1)C1=CC(=NO1)C (4-(5-Cyclopropyl-1H-pyrazol-3-ylamino)-6-methyl-2-[2-(3-methylisoxazol-5-yl)pyrrolidin-1-yl]pyrimidine). RXN SMILES: O[C:2]1[CH:7]=[C:6]([CH3:8])[N:5]=[C:4]([N:9]2[CH2:13][CH2:12][CH2:11][CH:10]2[C:14]2[O:18][N:17]=[C:16]([CH3:19])[CH:15]=2)[N:3]=1.[NH2:20][C:21]1[CH:25]=[C:24]([CH:26]2[CH2:28][CH2:27]2)[NH:23][N:22]=1>>[CH:26]1([C:24]2[NH:23][N:22]=[C:21]([NH:20][C:2]3[CH:7]=[C:6]([CH3:8])[N:5]=[C:4]([N:9]4[CH2:13][CH2:12][CH2:11][CH:10]4[C:14]4[O:18][N:17]=[C:16]([CH3:19])[CH:15]=4)[N:3]=3)[CH:25]=2)[CH2:28][CH2:27]1. Procedure: Starting materials: 4-hydroxy-6-methyl-2-[2-{3-(methyl)isoxazol-5-yl}pyrrolidin-1-yl]pyrimidine (Method 31) and 3-amino-5-cyclopropyl-1H-pyrazole (Method 7 of WO-03/048133).